This data is from the Open Reaction Database (ORD), a public repository of structured organic reaction records. The task is: describe an organic reaction: reactants, conditions, products, and yield Reactants: CC(=O)Nc1ccc(Br)cc1, CC(C)(C)P(c1ccccc1-c1ccccc1)C(C)(C)C, C1COCCO1, Cc1nc(-c2cccc(C(F)(F)F)c2)n2nc(N)ncc12, CC(C)(C)[O-], [Na+], O=C(C=Cc1ccccc1)C=Cc1ccccc1, O=C(C=Cc1ccccc1)C=Cc1ccccc1, O=C(C=Cc1ccccc1)C=Cc1ccccc1, [Pd], [Pd]. The product is CC(=O)Nc1ccc(Nc2ncc3c(C)nc(-c4cccc(C(F)(F)F)c4)n3n2)cc1. Reaction SMILES: [Br:22][c:23]1[cH:24][cH:25][c:26]([NH:29][C:30]([CH3:31])=[O:32])[cH:27][cH:28]1.[C:33]([P:34]([C:35]([CH3:36])([CH3:37])[CH3:38])[c:39]1[cH:40][cH:41][cH:42][cH:43][c:44]1-[c:45]1[cH:46][cH:47][cH:48][cH:49][cH:50]1)([CH3:51])([CH3:52])[CH3:53].[CH2:60]1[O:61][CH2:62][CH2:63][O:64][CH2:65]1.[CH3:1][c:2]1[n:3][c:4](-[c:12]2[cH:13][c:14]([C:18]([F:19])([F:20])[F:21])[cH:15][cH:16][cH:17]2)[n:5]2[n:6][c:7]([NH2:11])[n:8][cH:9][c:10]12.[CH3:54][C:55]([CH3:56])([O-:57])[CH3:58].[Na+:59].[O:104]=[C:105]([CH:106]=[CH:107][c:108]1[cH:109][cH:110][cH:111][cH:112][cH:113]1)[CH:114]=[CH:115][c:116]1[cH:117][cH:118][cH:119][cH:120][cH:121]1.[O:68]=[C:69]([CH:70]=[CH:71][c:72]1[cH:73][cH:74][cH:75][cH:76][cH:77]1)[CH:78]=[CH:79][c:80]1[cH:81][cH:82][cH:83][cH:84][cH:85]1.[O:86]=[C:87]([CH:88]=[CH:89][c:90]1[cH:91][cH:92][cH:93][cH:94][cH:95]1)[CH:96]=[CH:97][c:98]1[cH:99][cH:100][cH:101][cH:102][cH:103]1.[Pd:66].[Pd:67]>>[CH3:1][c:2]1[n:3][c:4](-[c:12]2[cH:13][c:14]([C:18]([F:19])([F:20])[F:21])[cH:15][cH:16][cH:17]2)[n:5]2[n:6][c:7]([NH:11][c:23]3[cH:24][cH:25][c:26]([NH:29][C:30]([CH3:31])=[O:32])[cH:27][cH:28]3)[n:8][cH:9][c:10]12. Starting materials: CCCCO, COc1ccccc1OCC(O)CCCl, [Na+], [Na+], O=C([O-])[O-], c1ccc(N2CCNCC2)cc1. Yields the product COc1ccccc1OCC(O)CCN1CCN(c2ccccc2)CC1. As a reaction SMILES: [CH2:34]([OH:35])[CH2:36][CH2:37][CH3:38].[Cl:13][CH2:14][CH2:15][CH:16]([CH2:17][O:18][c:19]1[c:20]([O:25][CH3:26])[cH:21][cH:22][cH:23][cH:24]1)[OH:27].[Na+:28].[Na+:29].[O-:30][C:31](=[O:32])[O-:33].[c:1]1([N:7]2[CH2:8][CH2:9][NH:10][CH2:11][CH2:12]2)[cH:2][cH:3][cH:4][cH:5][cH:6]1>>[c:1]1([N:7]2[CH2:8][CH2:9][N:10]([CH2:14][CH2:15][CH:16]([CH2:17][O:18][c:19]3[c:20]([O:25][CH3:26])[cH:21][cH:22][cH:23][cH:24]3)[OH:27])[CH2:11][CH2:12]2)[cH:2][cH:3][cH:4][cH:5][cH:6]1.